This data is from the Open Reaction Database (ORD), a public repository of structured organic reaction records. The task is: describe an organic reaction: reactants, conditions, products, and yield Reaction conditions: temperature 25 celsius, time 6 hour. Procedure details: Thionyl chloride (1.629, 13.6 mmol) was added dropwise to a solution of (3S)-7-hydroxy-1,2,3,4-tetrahydro-3-isoquinolinecarboxylic acid (0.75 g, 3.9 mmol) in methanol (30 mL) at about 0° C. under N2. The solution was warmed to about 25° C. and stirred for about 6 h, then was concentrated. The residue was washed with ether, followed by 1:1 ether pentane and dried under vacuum to yield 0.85 g of product as a white solid (89% yield). 1H NMR (d6DMSO) δ 3.09 (m, 2H); 3.78 (s, 3H); 4.23 (apparent s, 2... Yields the product Cl.OC1=CC=C2C[C@H](NCC2=C1)C(=O)OC ((3S)-Methyl 7-hydroxy-1,2,3,4-tetrahydro-3-isoquinolinecarboxylate hydrochloride). RXN SMILES: S(Cl)([Cl:3])=O.[OH:5][C:6]1[CH:15]=[C:14]2[C:9]([CH2:10][C@@H:11]([C:16]([OH:18])=[O:17])[NH:12][CH2:13]2)=[CH:8][CH:7]=1.[CH3:19]O>>[ClH:3].[OH:5][C:6]1[CH:15]=[C:14]2[C:9]([CH2:10][C@@H:11]([C:16]([O:18][CH3:19])=[O:17])[NH:12][CH2:13]2)=[CH:8][CH:7]=1 |f:3.4|. Yield: 89.0%. The reactants are S(=O)(Cl)Cl (Thionyl chloride), OC1=CC=C2C[C@H](NCC2=C1)C(=O)O ((3S)-7-hydroxy-1,2,3,4-tetrahydro-3-isoquinolinecarboxylic acid), CO (methanol). The reactants are FC=1C=C(C=2CCCCC2C1)C(=O)OC (methyl 3-fluoro-5,6,7,8-tetrahydronaphthalene-1-carboxylate), [Li+].[OH-] (LiOH), O (water). Solvent: C1CCOC1 (THF). Reaction conditions: time 8 hour. Product: FC=1C=C(C=2CCCCC2C1)C(=O)O (3-fluoro-5,6,7,8-tetrahydronaphthalene-1-carboxylic acid). The yield is 42.9%. Reaction SMILES: [F:1][C:2]1[CH:3]=[C:4]([C:12]([O:14]C)=[O:13])[C:5]2[CH2:6][CH2:7][CH2:8][CH2:9][C:10]=2[CH:11]=1.[Li+].[OH-].O>C1COCC1>[F:1][C:2]1[CH:3]=[C:4]([C:12]([OH:14])=[O:13])[C:5]2[CH2:6][CH2:7][CH2:8][CH2:9][C:10]=2[CH:11]=1 |f:1.2|. Procedure details: A mixture of methyl 3-fluoro-5,6,7,8-tetrahydronaphthalene-1-carboxylate (37 mg, 0.18 mmol), LiOH (27 mg, 1.1 mmol), water (2 mL) and THF (1 mL) was stirred at room temperature overnight and then partitioned between ether and water. The aqueous layer was extracted thrice with ether and then repeatedly with ethyl acetate. The combined organic solutions were dried over MgSO4 and the solvent was removed by evaporation. There was obtained 15 mg (43%) of 3-fluoro-5,6,7,8-tetrahydronaphthalene-1-carbo... Starting materials: BrC=1SC2=C(N=C(N=C2Cl)SCC2=CC=CC=C2)N1 (2-Bromo-7-chloro-5-[(phenylmethyl)thio]thiazolo[4,5-d]pyrimidine), NCCC1=CNC=N1 (histamine). Yields the product ClC=1C2=C(N=C(N1)SCC1=CC=CC=C1)N=C(S2)NCCC=2N=CNC2 (7-Chloro-N-[2-(1H-imidazol-4-yl)ethyl]-5-[(phenylmethyl)thio]-thiazolo[4,5-d]pyrimidin-2-amine). As a reaction SMILES: Br[C:2]1[S:3][C:4]2[C:9]([Cl:10])=[N:8][C:7]([S:11][CH2:12][C:13]3[CH:18]=[CH:17][CH:16]=[CH:15][CH:14]=3)=[N:6][C:5]=2[N:19]=1.[NH2:20][CH2:21][CH2:22][C:23]1[N:27]=[CH:26][NH:25][CH:24]=1>>[Cl:10][C:9]1[C:4]2[S:3][C:2]([NH:20][CH2:21][CH2:22][C:23]3[N:27]=[CH:26][NH:25][CH:24]=3)=[N:19][C:5]=2[N:6]=[C:7]([S:11][CH2:12][C:13]2[CH:18]=[CH:17][CH:16]=[CH:15][CH:14]=2)[N:8]=1. Procedure details: Prepared according to the method of Example 231 using the product of Example 219 and histamine.